From a dataset of the Open Reaction Database (ORD), a public repository of structured organic reaction records. describe an organic reaction: reactants, conditions, products, and yield Starting materials: [Br-], CCc1ccccc1B(O)O, C1COCCO1, CCCC[N+](CCCC)(CCCC)CCCC, COc1cnn(C)c(=O)c1Cl, [Na+], [Na+], O=C([O-])[O-], O, c1ccc(P(c2ccccc2)(c2ccccc2)[Pd](P(c2ccccc2)(c2ccccc2)c2ccccc2)(P(c2ccccc2)(c2ccccc2)c2ccccc2)P(c2ccccc2)(c2ccccc2)c2ccccc2)cc1. Reaction SMILES: [Br-:35].[CH2:12]([CH3:13])[c:14]1[c:15]([B:20]([OH:21])[OH:22])[cH:16][cH:17][cH:18][cH:19]1.[CH2:29]1[O:30][CH2:31][CH2:32][O:33][CH2:34]1.[CH3:36][CH2:37][CH2:38][CH2:39][N+:40]([CH2:41][CH2:42][CH2:43][CH3:44])([CH2:45][CH2:46][CH2:47][CH3:48])[CH2:49][CH2:50][CH2:51][CH3:52].[Cl:1][c:2]1[c:3](=[O:11])[n:4]([CH3:10])[n:5][cH:6][c:7]1[O:8][CH3:9].[Na+:23].[Na+:24].[O-:25][C:26](=[O:27])[O-:28].[OH2:130].[cH:53]1[cH:54][cH:55][c:56]([P:57]([Pd:58]([P:59]([c:60]2[cH:61][cH:62][cH:63][cH:64][cH:65]2)([c:66]2[cH:67][cH:68][cH:69][cH:70][cH:71]2)[c:72]2[cH:73][cH:74][cH:75][cH:76][cH:77]2)([P:78]([c:79]2[cH:80][cH:81][cH:82][cH:83][cH:84]2)([c:85]2[cH:86][cH:87][cH:88][cH:89][cH:90]2)[c:91]2[cH:92][cH:93][cH:94][cH:95][cH:96]2)[P:97]([c:98]2[cH:99][cH:100][cH:101][cH:102][cH:103]2)([c:104]2[cH:105][cH:106][cH:107][cH:108][cH:109]2)[c:110]2[cH:111][cH:112][cH:113][cH:114][cH:115]2)([c:116]2[cH:117][cH:118][cH:119][cH:120][cH:121]2)[c:122]2[cH:123][cH:124][cH:125][cH:126][cH:127]2)[cH:128][cH:129]1>>[c:2]1(-[c:15]2[c:14]([CH2:12][CH3:13])[cH:19][cH:18][cH:17][cH:16]2)[c:3](=[O:11])[n:4]([CH3:10])[n:5][cH:6][c:7]1[O:8][CH3:9]. The product is CCc1ccccc1-c1c(OC)cnn(C)c1=O. The reactants are CCOCC (ether), Cl (HCl), CCOCC (ether), O=C1N2C3=C(C=CC=C3[C@@H]3[C@H]1CN(C3)C(=O)OC(C)(C)C)CC2 ((±)-cis tert-butyl 7-oxo-4,5,7a,8,10,10a-hexahydrodipyrrolo[3,4-c:3′,2′,1′-ij]quinoline-9(7H)-carboxylate), FC(C(=O)O)(F)F (trifluoroacetic acid). Solvent: C(C)O (ethanol), C(Cl)Cl (methylene chloride). Run at time 2 hour. Yields the product Cl.C1=C2[C@@H]3[C@H](C(N4C2=C(C=C1)CC4)=O)CNC3 ((±)-cis-4,5,8,9,10,10a-hexahydrodipyrrolo[3,4-c:3′,2′,1′-ij]quinolin-7(7aH)-one, hydrochloride salt). Yield: 50.0%. RXN SMILES: [O:1]=[C:2]1[C@@H:11]2[CH2:12][N:13](C(OC(C)(C)C)=O)[CH2:14][C@@H:10]2[C:9]2[C:4]3=[C:5]([CH2:22][CH2:23][N:3]13)[CH:6]=[CH:7][CH:8]=2.FC(F)(F)C(O)=O.CCOCC.[ClH:36]>C(Cl)Cl.C(O)C>[ClH:36].[CH:8]1[CH:7]=[CH:6][C:5]2[CH2:22][CH2:23][N:3]3[C:4]=2[C:9]=1[C@H:10]1[CH2:14][NH:13][CH2:12][C@H:11]1[C:2]3=[O:1] |f:6.7|. Procedure: To a solution of (±)-cis tert-butyl 7-oxo-4,5,7a,8,10,10a-hexahydrodipyrrolo[3,4-c:3′,2′,1′-ij]quinoline-9(7H)-carboxylate (100 mg, 0.32 mmol) in 5 mL of methylene chloride was added trifluoroacetic acid (1 mL). This mixture was stirred at ambient temperature for 2 h and then concentrated in vacuo. The residue was basified with sat'd aq Na2CO3 and extracted with chloroform. The organics were washed with brine, dried (K2CO3) and concentrated in vacuo to afford the free base. This residue was diss... Starting materials: O.NN (Hydrazine hydrate), C(C)(C)(C)OC(NCCC(C1=CC=CC=C1)N1C(C2=CC=CC=C2C1=O)=O)=O ([3-(1,3-dioxo-1,3-dihydro-isoindol-2-yl)-3-phenyl-propyl]-carbamic acid tert-butyl ester). Solvent: C1CCOC1 (THF), CO (MeOH). Reaction conditions: temperature 65 celsius. Yields the product C(C)(C)(C)OC(NCCC(C1=CC=CC=C1)N)=O ((3-amino-3-phenyl-propyl)-carbamic acid tert-butyl ester). RXN SMILES: O.NN.[C:4]([O:8][C:9](=[O:31])[NH:10][CH2:11][CH2:12][CH:13]([N:20]1C(=O)C2C(=CC=CC=2)C1=O)[C:14]1[CH:19]=[CH:18][CH:17]=[CH:16][CH:15]=1)([CH3:7])([CH3:6])[CH3:5]>C1COCC1.CO>[C:4]([O:8][C:9](=[O:31])[NH:10][CH2:11][CH2:12][CH:13]([NH2:20])[C:14]1[CH:19]=[CH:18][CH:17]=[CH:16][CH:15]=1)([CH3:7])([CH3:5])[CH3:6] |f:0.1|. Reported procedure: Hydrazine hydrate (85%, 5.1 mL, 74 mmol) was added to a solution of [3-(1,3-dioxo-1,3-dihydro-isoindol-2-yl)-3-phenyl-propyl]-carbamic acid tert-butyl ester (2.8 g, 7.4 mmol) in THF (25 mL) and MeOH (25 mL). The resulting mixture was heated to 65° C. for 6 hours. Then the precipitate was filtered, and the filtrate was concentrated under reduced pressure to give crude product which was purified by column chromatography on silica gel (dichloromethane:MeOH, 100:1, 1% NH3 H2O) to give (3-amino-3-phe... The reactants are COC(=O)C1(CC1)C1(C(C(=NO1)C1=CC=C(C=C1)OC)C1=CC=CC=C1)O (1-[5-hydroxy-3-(4-methoxy-phenyl)-4-phenyl-4,5-dihydro-isoxazol-5-yl]-cyclopropanecarboxylic acid methyl ester), O.C1(=CC=C(C=C1)S(=O)(=O)O)C (p-toluenesulfonic acid monohydrate). Solvent: C1(=CC=CC=C1)C (toluene). Run at temperature 64 celsius, time 6.5 hour. Yields the product COC(=O)C1(CC1)C1=C(C(=NO1)C1=CC=C(C=C1)OC)C1=CC=CC=C1 (1-[3-(4-methoxy-phenyl)-4-phenyl-isoxazol-5-yl]-cyclopropanecarboxylic acid methyl ester). The yield is 39.7%. Reaction SMILES: [CH3:1][O:2][C:3]([C:5]1([C:8]2(O)[O:12][N:11]=[C:10]([C:13]3[CH:18]=[CH:17][C:16]([O:19][CH3:20])=[CH:15][CH:14]=3)[CH:9]2[C:21]2[CH:26]=[CH:25][CH:24]=[CH:23][CH:22]=2)[CH2:7][CH2:6]1)=[O:4].O.C1(C)C=CC(S(O)(=O)=O)=CC=1>C1(C)C=CC=CC=1>[CH3:1][O:2][C:3]([C:5]1([C:8]2[O:12][N:11]=[C:10]([C:13]3[CH:18]=[CH:17][C:16]([O:19][CH3:20])=[CH:15][CH:14]=3)[C:9]=2[C:21]2[CH:22]=[CH:23][CH:24]=[CH:25][CH:26]=2)[CH2:6][CH2:7]1)=[O:4] |f:1.2|. Procedure: To a solution consisting of 1-[5-hydroxy-3-(4-methoxy-phenyl)-4-phenyl-4,5-dihydro-isoxazol-5-yl]-cyclopropanecarboxylic acid methyl ester (2354 g) in toluene (8 L) is added p-toluenesulfonic acid monohydrate (40.8 g.) The mixture is stirred at 64° C. for 6.5 hours and is subsequently filtered over Celite filter aid. The Celite cake is washed with toluene (2×1 L) and the filtrate is diluted with a mixture of isopropanol (6 L) and heptane (6 L) to form a precipitate. The precipitate is triturated... Starting materials: COc1ccc(CC(NC(=O)C(=CC(=O)OCc2ccccc2)CC(C)C)C(=O)O)cc1, C1=CCCCC1, C[NH-], CO, CCO, O. Reaction SMILES: [CH2:1]([c:2]1[cH:3][cH:4][cH:5][cH:6][cH:7]1)[O:8][C:9](=[O:10])[CH:11]=[C:12]([C:13](=[O:14])[NH:15][CH:16]([CH2:17][c:18]1[cH:19][cH:20][c:21]([O:24][CH3:25])[cH:22][cH:23]1)[C:26](=[O:27])[OH:28])[CH2:29][CH:30]([CH3:31])[CH3:32].[CH2:35]1[CH2:36][CH:37]=[CH:38][CH2:39][CH2:40]1.[CH3:33][NH-:34].[CH3:42][OH:43].[CH3:44][CH2:45][OH:46].[OH2:41]>>[CH3:33][NH-:34].[O:8]=[C:9]([OH:10])[CH:11]=[C:12]([C:13](=[O:14])[NH:15][CH:16]([CH2:17][c:18]1[cH:19][cH:20][c:21]([O:24][CH3:25])[cH:22][cH:23]1)[C:26](=[O:27])[OH:28])[CH2:29][CH:30]([CH3:31])[CH3:32]. Yields the product C[NH-], COc1ccc(CC(NC(=O)C(=CC(=O)O)CC(C)C)C(=O)O)cc1. Starting materials: O[C@H]1CN(CC1)C1=C(C=C(C(=O)NC2=CC=C(C=C2)OC(F)(F)F)C=C1)C1=CC=NN1COCC[Si](C)(C)C ((R)-4-(3-Hydroxypyrrolidin-1-yl)-N-(4-(trifluoromethoxy)phenyl)-3-(1-((2-(trimethylsilyl)ethoxy)methyl)-1H-pyrazol-5-yl)benzamide), CCCC[N+](CCCC)(CCCC)CCCC.[F-] (TBAF), C1CCOC1 (THF). Solvent: CCOC(=O)C (EtOAc). Reaction conditions: temperature 80 celsius, time 3 day. Product: O[C@H]1CN(CC1)C1=C(C=C(C(=O)NC2=CC=C(C=C2)OC(F)(F)F)C=C1)C1=CC=NN1 ((R)-4-(3-Hydroxypyrrolidin-1-yl)-3-(1H-pyrazol-5-yl)-N-(4-(trifluoromethoxy)phenyl)benzamide). RXN SMILES: [OH:1][C@@H:2]1[CH2:6][CH2:5][N:4]([C:7]2[CH:26]=[CH:25][C:10]([C:11]([NH:13][C:14]3[CH:19]=[CH:18][C:17]([O:20][C:21]([F:24])([F:23])[F:22])=[CH:16][CH:15]=3)=[O:12])=[CH:9][C:8]=2[C:27]2[N:31](COCC[Si](C)(C)C)[N:30]=[CH:29][CH:28]=2)[CH2:3]1.CCCC[N+](CCCC)(CCCC)CCCC.[F-].C1COCC1>CCOC(C)=O>[OH:1][C@@H:2]1[CH2:6][CH2:5][N:4]([C:7]2[CH:26]=[CH:25][C:10]([C:11]([NH:13][C:14]3[CH:15]=[CH:16][C:17]([O:20][C:21]([F:22])([F:23])[F:24])=[CH:18][CH:19]=3)=[O:12])=[CH:9][C:8]=2[C:27]2[NH:31][N:30]=[CH:29][CH:28]=2)[CH2:3]1 |f:1.2|. Reported procedure: (R)-4-(3-Hydroxypyrrolidin-1-yl)-N-(4-(trifluoromethoxy)phenyl)-3-(1-((2-(trimethylsilyl)ethoxy)methyl)-1H-pyrazol-5-yl)benzamide (Stage 1.1, 149 mg, 0.2 mmol) was added to a MW vial, which was sealed and flushed with argon. A solution of 1 M TBAF in THF (2.98 mL, 2.98 mmol) was then added and the RM was stirred at 80° C. for 3 days. The RM was diluted with EtOAc (40 mL), washed with sat. NaHCO3 and brine, dried over Na2SO4 and the solvent was evaporated off under reduced pressure. The crude pro... Reactants: CCCCCCCSCCCCCCCCCC1c2ccc(O)cc2CCC1c1ccc(O)cc1, CO, [O-][I+3]([O-])([O-])[O-], [Na+], O. Product: CCCCCCCS(=O)CCCCCCCCCC1c2ccc(O)cc2CCC1c1ccc(O)cc1. Reaction SMILES: [CH2:7]([CH2:8][CH2:9][CH2:10][CH2:11][CH2:12][CH3:13])[S:14][CH2:15][CH2:16][CH2:17][CH2:18][CH2:19][CH2:20][CH2:21][CH2:22][CH2:23][CH:24]1[CH:25]([c:35]2[cH:36][cH:37][c:38]([OH:41])[cH:39][cH:40]2)[CH2:26][CH2:27][c:28]2[cH:29][c:30]([OH:34])[cH:31][cH:32][c:33]21.[CH3:43][OH:44].[I+3:1]([O-:2])([O-:3])([O-:4])[O-:5].[Na+:6].[OH2:42]>>[O:2]=[S:14]([CH2:7][CH2:8][CH2:9][CH2:10][CH2:11][CH2:12][CH3:13])[CH2:15][CH2:16][CH2:17][CH2:18][CH2:19][CH2:20][CH2:21][CH2:22][CH2:23][CH:24]1[CH:25]([c:35]2[cH:36][cH:37][c:38]([OH:41])[cH:39][cH:40]2)[CH2:26][CH2:27][c:28]2[cH:29][c:30]([OH:34])[cH:31][cH:32][c:33]21. Run at time 1 hour. The product is COC1=CC=C(C=C1)CC(C)N(CC)CC1CCN(CC1)C(=O)NC (N-[2-(4-methoxyphenyl)-1-methylethyl]-N-ethyl-[1-(methylaminocarbonyl)piperidin-4-ylmethyl]amine). Procedure details: To a solution of N-[2-(4-methoxyphenyl)-1-methylethyl]-N-ethyl-(piperidin-4-ylmethyl)amine (0.23 grams, 0.79 mmole) in ethyl ether (10 ml) was added methyl isocyanate (0.2 ml, 3.4 mmole). After 1.0 hour at 22° C., the solution was concentrated under reduced pressure and the residue was recrystallized from ethyl ether/hexane to give N-[2-(4-methoxyphenyl)-1-methylethyl]-N-ethyl-[1-(methylaminocarbonyl)piperidin-4-ylmethyl]amine (0.249 grams, 91%) m.p. 97-98° C. The yield is 90.7%. Starting materials: COC1=CC=C(C=C1)CC(C)N(CC)CC1CCNCC1 (N-[2-(4-methoxyphenyl)-1-methylethyl]-N-ethyl-(piperidin-4-ylmethyl)amine), CN=C=O (methyl isocyanate). As a reaction SMILES: [CH3:1][O:2][C:3]1[CH:8]=[CH:7][C:6]([CH2:9][CH:10]([N:12]([CH2:15][CH:16]2[CH2:21][CH2:20][NH:19][CH2:18][CH2:17]2)[CH2:13][CH3:14])[CH3:11])=[CH:5][CH:4]=1.[CH3:22][N:23]=[C:24]=[O:25]>C(OCC)C>[CH3:1][O:2][C:3]1[CH:4]=[CH:5][C:6]([CH2:9][CH:10]([N:12]([CH2:15][CH:16]2[CH2:21][CH2:20][N:19]([C:24]([NH:23][CH3:22])=[O:25])[CH2:18][CH2:17]2)[CH2:13][CH3:14])[CH3:11])=[CH:7][CH:8]=1. Run in C(C)OCC (ethyl ether).